From a dataset of the Open Reaction Database (ORD), a public repository of structured organic reaction records. describe an organic reaction: reactants, conditions, products, and yield RXN SMILES: [C:28]([BH3-:29])#[N:30].[CH2:26]=[O:27].[CH3:24][OH:25].[CH3:32][C:33](=[O:34])[OH:35].[Cl:1][c:2]1[c:3]([C:8]2([CH:11]3[NH:12][CH2:13][CH2:14][c:15]4[cH:16][c:17]([CH3:23])[c:18]([O:21][CH3:22])[cH:19][c:20]43)[CH2:9][CH2:10]2)[cH:4][cH:5][cH:6][cH:7]1.[Na+:31]>>[Cl:1][c:2]1[c:3]([C:8]2([CH:11]3[N:12]([CH3:28])[CH2:13][CH2:14][c:15]4[cH:16][c:17]([CH3:23])[c:18]([O:21][CH3:22])[cH:19][c:20]43)[CH2:9][CH2:10]2)[cH:4][cH:5][cH:6][cH:7]1. Reactants: [BH3-]C#N, C=O, CO, CC(=O)O, COc1cc2c(cc1C)CCNC2C1(c2ccccc2Cl)CC1, [Na+]. The product is COc1cc2c(cc1C)CCN(C)C2C1(c2ccccc2Cl)CC1. Reactants: C1(=CC=C(C=C1)S(=O)(=O)Cl)C (p-toluenesulfonyl chloride), COCCOCCOCCO (2-(2-(2-methoxyethoxy)ethoxy)ethanol), O (water), C(C)(=O)OCC (ethyl acetate). The solvent is N1=CC=CC=C1 (pyridine), hexanes. Reaction conditions: temperature 0 celsius, time 2 hour. Product: CC1=CC=C(C=C1)S(=O)(=O)OCCOCCOCCOC (2-(2-(2-methoxyethoxy)ethoxy)-ethyl 4-methylbenzene sulfonate). Yield: 79.3%. Reaction SMILES: [C:1]1([CH3:11])[CH:6]=[CH:5][C:4]([S:7](Cl)(=[O:9])=[O:8])=[CH:3][CH:2]=1.[CH3:12][O:13][CH2:14][CH2:15][O:16][CH2:17][CH2:18][O:19][CH2:20][CH2:21][OH:22].O.C(OCC)(=O)C>N1C=CC=CC=1>[CH3:11][C:1]1[CH:6]=[CH:5][C:4]([S:7]([O:22][CH2:21][CH2:20][O:19][CH2:18][CH2:17][O:16][CH2:15][CH2:14][O:13][CH3:12])(=[O:9])=[O:8])=[CH:3][CH:2]=1. Procedure details: To a solution of p-toluenesulfonyl chloride (3.17 g, 19.3 mmol) in 20 mL of pyridine was added 2-(2-(2-methoxyethoxy)ethoxy)ethanol (4 g, 21 mmol), which was then stirred at 0° C. for 12 h and at RT for 2 h. To this suspension, water, hexanes, and ethyl acetate were added and separated. The organic layer was neutralized with dilute hydrochloric acid and separated again. The organic layer was dried over with magnesium sulfate and sodium bicarbonate, filtered, and concentrated under reduced pressu... Starting materials: BrC1=CC=C(C=C1)C(CC(=O)C=1C=CC(NC1)=O)C1=C(C=CC=C1)F (5-(3-(4-bromophenyl)-3-(2-fluorophenyl)propanoyl)-pyridin-2(1H)-one), IC (iodomethane), C([O-])([O-])=O.[K+].[K+] (potassium carbonate). The product is BrC1=CC=C(C=C1)C(CC(=O)C=1C=CC(N(C1)C)=O)C1=C(C=CC=C1)F (5-[3-(4-Bromo-phenyl)-3-(2-fluoro-phenyl)-propionyl]-1-methyl-1H-pyridin-2-one). Reaction SMILES: [Br:1][C:2]1[CH:7]=[CH:6][C:5]([CH:8]([C:19]2[CH:24]=[CH:23][CH:22]=[CH:21][C:20]=2[F:25])[CH2:9][C:10]([C:12]2[CH:13]=[CH:14][C:15](=[O:18])[NH:16][CH:17]=2)=[O:11])=[CH:4][CH:3]=1.IC.[C:28](=O)([O-])[O-].[K+].[K+]>>[Br:1][C:2]1[CH:7]=[CH:6][C:5]([CH:8]([C:19]2[CH:24]=[CH:23][CH:22]=[CH:21][C:20]=2[F:25])[CH2:9][C:10]([C:12]2[CH:13]=[CH:14][C:15](=[O:18])[N:16]([CH3:28])[CH:17]=2)=[O:11])=[CH:4][CH:3]=1 |f:2.3.4|. Procedure: In analogy to example 161, step 1, 5-(3-(4-bromophenyl)-3-(2-fluorophenyl)propanoyl)-pyridin-2(1H)-one was reacted with iodomethane in the presence of potassium carbonate to give the title compound as a colorless solid, MS (ESI+): m/z=414.0 [M+H]+. The reactants are OC=1C=C(C(=O)O)C=C(C1)C(F)(F)F (3-hydroxy-5-(trifluoromethyl)benzoic acid), Cl (hydrogen chloride), O1CCOCC1 (dioxane). The solvent is CO (methanol). Reaction conditions: time 8 hour. Yields the product OC=1C=C(C(=O)OC)C=C(C1)C(F)(F)F (Methyl 3-hydroxy-5-(trifluoromethyl)benzoate). RXN SMILES: [OH:1][C:2]1[CH:3]=[C:4]([CH:8]=[C:9]([C:11]([F:14])([F:13])[F:12])[CH:10]=1)[C:5]([OH:7])=[O:6].Cl.O1CCOC[CH2:17]1>CO>[OH:1][C:2]1[CH:3]=[C:4]([CH:8]=[C:9]([C:11]([F:12])([F:13])[F:14])[CH:10]=1)[C:5]([O:7][CH3:17])=[O:6]. Procedure: To a solution of 3-hydroxy-5-(trifluoromethyl)benzoic acid (3.56 g, 17.3 mmol) in methanol (110 mL) was added 4.0M hydrogen chloride in dioxane (110 mL, 460 mmol). The resulting mixture was stirred at room temperature overnight. The solvent was concentrated. The residue was purified by flash chromatography on a silica gel column to give the desired product as white solid. Yields the product CC(C)(C)OC(=O)N1CCC2(CC1)COC(=O)C2. Starting materials: CO, CCOC(C)=O, [Na+], [Na+], [Na+], CC(C)(C)OC(=O)N1CCC2(CC1)CC(=O)C2, [OH-], O, O, O, O, O, O, OO, O=S([O-])([O-])=S. As a reaction SMILES: [CH3:34][OH:35].[CH3:37][CH2:38][O:39][C:40](=[O:41])[CH3:42].[Na+:21].[Na+:32].[Na+:33].[O:1]=[C:2]1[CH2:3][C:4]2([CH2:5]1)[CH2:6][CH2:7][N:8]([C:11](=[O:12])[O:13][C:14]([CH3:15])([CH3:16])[CH3:17])[CH2:9][CH2:10]2.[OH-:20].[OH2:22].[OH2:23].[OH2:24].[OH2:25].[OH2:26].[OH2:36].[OH:18][OH:19].[S:27]([O-:28])(=[O:29])([O-:30])=[S:31]>>[O:1]1[C:2](=[O:29])[CH2:3][C:4]2([CH2:5]1)[CH2:6][CH2:7][N:8]([C:11](=[O:12])[O:13][C:14]([CH3:15])([CH3:16])[CH3:17])[CH2:9][CH2:10]2. Starting materials: CNCCNC (N,N′-dimethylethylenediamine), IC1=CC=C(C(=O)OCC)C=C1 (ethyl 4-iodobenzoate), CC1CNC(O1)=O (5-methyloxazolidin-2-one), C([O-])([O-])=O.[K+].[K+] (potassium carbonate). The reagents and catalysts are [Cu]I (copper (I) iodide). The solvent is C1(=CC=CC=C1)C (toluene), O (water). Reaction conditions: time 3 hour. Yields the product CC1CN(C(O1)=O)C1=CC=C(C(=O)O)C=C1 (4-(5-methyl-2-oxooxazolidin-3-yl)benzoic acid). As a reaction SMILES: I[C:2]1[CH:12]=[CH:11][C:5]([C:6]([O:8]CC)=[O:7])=[CH:4][CH:3]=1.[CH3:13][CH:14]1[O:18][C:17](=[O:19])[NH:16][CH2:15]1.C(=O)([O-])[O-].[K+].[K+].CNCCNC>[Cu]I.O.C1(C)C=CC=CC=1>[CH3:13][CH:14]1[O:18][C:17](=[O:19])[N:16]([C:2]2[CH:3]=[CH:4][C:5]([C:6]([OH:8])=[O:7])=[CH:11][CH:12]=2)[CH2:15]1 |f:2.3.4|. Reported procedure: A mixture of 1-amino-2-propanol (1.4 g), diethyl carbonate (2.4 mL) and potassium carbonate (500 mg) was stirred at 150° C. for 3 hr. After cooling, water was added to the reaction mixture, and the mixture was extracted with ethyl acetate. The organic layer was washed with saturated brine, and the solvent was evaporated to give 5-methyloxazolidin-2-one (1.9 g). To a mixture of ethyl 4-iodobenzoate (3.2 mL), 5-methyloxazolidin-2-one (1.9 g), potassium carbonate (8 g) and copper (I) iodide (720 mg... Starting materials: ClC1=C(C=C(CNC2=NC=NC3=C(C=C(C=C23)[N+](=O)[O-])C(=O)O)C=C1)C(F)(F)F (4-{[4-chloro-3-(trifluoromethyl)benzyl]amino}-6-nitroquinazoline-8-carboxylic acid), C1=CN(C=N1)C(=O)N2C=CN=C2 (CDI), O (water), [NH4+].[Cl-] (NH4Cl). The solvent is CS(=O)C (DMSO). Reaction conditions: temperature 50 celsius, time 3 hour. Yields the product ClC1=C(C=C(CNC2=NC=NC3=C(C=C(C=C23)[N+](=O)[O-])C(=O)N)C=C1)C(F)(F)F (4-{[4-chloro-3-(trifluoromethyl)benzyl]amino}-6-nitroquinazoline-8-carboxamide). Yield: 96.0%. Reaction SMILES: [Cl:1][C:2]1[CH:25]=[CH:24][C:5]([CH2:6][NH:7][C:8]2[C:17]3[C:12](=[C:13]([C:21](O)=[O:22])[CH:14]=[C:15]([N+:18]([O-:20])=[O:19])[CH:16]=3)[N:11]=[CH:10][N:9]=2)=[CH:4][C:3]=1[C:26]([F:29])([F:28])[F:27].C1N=C[N:32](C(N2C=NC=C2)=O)C=1.[NH4+].[Cl-].O>CS(C)=O>[Cl:1][C:2]1[CH:25]=[CH:24][C:5]([CH2:6][NH:7][C:8]2[C:17]3[C:12](=[C:13]([C:21]([NH2:32])=[O:22])[CH:14]=[C:15]([N+:18]([O-:20])=[O:19])[CH:16]=3)[N:11]=[CH:10][N:9]=2)=[CH:4][C:3]=1[C:26]([F:27])([F:28])[F:29] |f:2.3|. Procedure details: To a solution of 4-{[4-chloro-3-(trifluoromethyl)benzyl]amino}-6-nitroquinazoline-8-carboxylic acid (40 mg, 0.09 mmol) in 1 mL of anhydrous DMSO, CDI (22 mg, 0.14 mmol, 1.5 equiv.) was added. The resulting mixture was stirred at 50° C. for 3 h. After cooling down to rt, NH4Cl (11 mg, 0.14 mmol, 1.5 equiv.) was added. The reaction mixture was stirred at it overnight. The reaction mixture was poured into water. The yellow precipitate was collected as the desired product by filtration, followed by ... The reactants are O=C([O-])[O-], CCO, COc1ccc(Br)cc1-c1ccc(C(F)(F)F)cc1C1OC(=O)N(Cc2cc(C(F)(F)F)cc(C(F)(F)F)c2)C1C, [K+], [K+], COC(=O)c1ccc(B(O)O)c(N)c1. Product: COC(=O)c1ccc(-c2ccc(OC)c(-c3ccc(C(F)(F)F)cc3C3OC(=O)N(Cc4cc(C(F)(F)F)cc(C(F)(F)F)c4)C3C)c2)c(N)c1. Reaction SMILES: [C:56](=[O:57])([O-:58])[O-:59].[CH3:62][CH2:63][OH:64].[F:1][C:2]([c:3]1[cH:4][c:5]([CH2:6][N:7]2[C:8](=[O:32])[O:9][CH:10]([c:13]3[c:14](-[c:23]4[c:24]([O:30][CH3:31])[cH:25][cH:26][c:27]([Br:29])[cH:28]4)[cH:15][cH:16][c:17]([C:19]([F:20])([F:21])[F:22])[cH:18]3)[CH:11]2[CH3:12])[cH:33][c:34]([C:36]([F:37])([F:38])[F:39])[cH:35]1)([F:40])[F:41].[K+:60].[K+:61].[NH2:42][c:43]1[c:44]([B:53]([OH:54])[OH:55])[cH:45][cH:46][c:47]([C:49](=[O:50])[O:51][CH3:52])[cH:48]1>>[F:1][C:2]([c:3]1[cH:4][c:5]([CH2:6][N:7]2[C:8](=[O:32])[O:9][CH:10]([c:13]3[c:14](-[c:23]4[c:24]([O:30][CH3:31])[cH:25][cH:26][c:27](-[c:44]5[c:43]([NH2:42])[cH:48][c:47]([C:49](=[O:50])[O:51][CH3:52])[cH:46][cH:45]5)[cH:28]4)[cH:15][cH:16][c:17]([C:19]([F:20])([F:21])[F:22])[cH:18]3)[CH:11]2[CH3:12])[cH:33][c:34]([C:36]([F:37])([F:38])[F:39])[cH:35]1)([F:40])[F:41].